This data is from the Open Reaction Database (ORD), a public repository of structured organic reaction records. The task is: describe an organic reaction: reactants, conditions, products, and yield Procedure details: A stirred suspension of intermediate 14 (Example 21) (0.058 g, 0.076 mmol) in DCM (8 mL) was treated with TFA (0.100 mL) and stirred for 3 h. Solvents were then removed yielding desired product as TFA salt (0.05 g, 99%). 1H NMR (DMSO-d6): δ 1.62-1.70 (m, 2H), 2.01-2.08 (m, 4H), 2.8-2.9 (m, 2H), 3.3-3.6 (m, 2H), 3.45-3.49 (m, 1H), 7.61 (d, J=8.8 Hz, 1H), 7.74 (d, J=8.8 Hz, 2H), 7.81 (t, J=15.7 Hz, J=7.8 Hz, 1H), 7.93 (dd, J=8.8 Hz, J=2.5 Hz, 1H), 8.00 (d, J=7.6 Hz, 1H), 8.05 (d, J=8.9 Hz, 2H), 8.... The reactants are C(C)(C)(C)OC(=O)N1CCC(CC1)S(=O)(=O)C1=CC=C(C=C1)NC1=NC=C(C=N1)NC(C1=C(C=CC(=C1)NC(C1=CC(=CC=C1)C(F)(F)F)=O)Cl)=O (4-(4-{5-[2-Chloro-5-(3-Trifluoromethyl-Benzoylamino)-Benzoylamino]-Pyrimidin-2-ylamino}-Benzenesulfonyl)-Piperidine-1-Carboxylic Acid tert-Butyl Ester), C(=O)(C(F)(F)F)O (TFA). Conditions: time 3 hour. Reaction SMILES: C(OC([N:8]1[CH2:13][CH2:12][CH:11]([S:14]([C:17]2[CH:22]=[CH:21][C:20]([NH:23][C:24]3[N:29]=[CH:28][C:27]([NH:30][C:31](=[O:52])[C:32]4[CH:37]=[C:36]([NH:38][C:39](=[O:50])[C:40]5[CH:45]=[CH:44][CH:43]=[C:42]([C:46]([F:49])([F:48])[F:47])[CH:41]=5)[CH:35]=[CH:34][C:33]=4[Cl:51])=[CH:26][N:25]=3)=[CH:19][CH:18]=2)(=[O:16])=[O:15])[CH2:10][CH2:9]1)=O)(C)(C)C.[C:53]([OH:59])([C:55]([F:58])([F:57])[F:56])=[O:54]>C(Cl)Cl>[Cl:51][C:33]1[CH:34]=[CH:35][C:36]([NH:38][C:39](=[O:50])[C:40]2[CH:45]=[CH:44][CH:43]=[C:42]([C:46]([F:47])([F:48])[F:49])[CH:41]=2)=[CH:37][C:32]=1[C:31]([NH:30][C:27]1[CH:26]=[N:25][C:24]([NH:23][C:20]2[CH:21]=[CH:22][C:17]([S:14]([CH:11]3[CH2:10][CH2:9][NH:8][CH2:13][CH2:12]3)(=[O:16])=[O:15])=[CH:18][CH:19]=2)=[N:29][CH:28]=1)=[O:52].[C:53]([OH:59])([C:55]([F:58])([F:57])[F:56])=[O:54]. Run in C(Cl)Cl (DCM). The yield is 99.0%. Yields the product ClC1=C(C(=O)NC=2C=NC(=NC2)NC2=CC=C(C=C2)S(=O)(=O)C2CCNCC2)C=C(C=C1)NC(C1=CC(=CC=C1)C(F)(F)F)=O (2-Chloro-N-{2-[4-(Piperidine-4-Sulfonyl)-Phenylamino]-Pyrimidin-5-yl}-5-(3-Trifluoromethyl-Benzoylamino)-Benzamide), C(=O)(C(F)(F)F)O (TFA).